From a dataset of the Open Reaction Database (ORD), a public repository of structured organic reaction records. describe an organic reaction: reactants, conditions, products, and yield Reactants: ClC1=CC=2C3=C(NC2C=C1)CCN(C3)C (8-chloro-2-methyl-2,3,4,5-tetrahydro-1H-pyrido[4,3-b]indole), FC(C=1C=NC=C(C1)C=C)(F)F (3-(trifluoromethyl)-5-vinylpyridine), O (water). The reagents and catalysts are [Cl-].C(CCC)[N+](CCCC)(CCCC)CCCC (tetra butyl ammonium chloride). Solvent: [OH-].[Na+] (NaOH). Yields the product ClC1=CC=2C3=C(N(C2C=C1)CCC=1C=NC=C(C1)C(F)(F)F)CCN(C3)C (8-chloro-2-methyl-5-(2-(5-(trifluoromethyl)pyridin-3-yl)ethyl)-2,3,4,5-tetrahydro-1H-pyrido[4,3-b]indole). Reaction SMILES: [Cl:1][C:2]1[CH:10]=[CH:9][C:8]2[NH:7][C:6]3[CH2:11][CH2:12][N:13]([CH3:15])[CH2:14][C:5]=3[C:4]=2[CH:3]=1.[F:16][C:17]([F:27])([F:26])[C:18]1[CH:19]=[N:20][CH:21]=[C:22]([CH:24]=[CH2:25])[CH:23]=1.O>[Cl-].C([N+](CCCC)(CCCC)CCCC)CCC.[OH-].[Na+]>[Cl:1][C:2]1[CH:10]=[CH:9][C:8]2[N:7]([CH2:25][CH2:24][C:22]3[CH:21]=[N:20][CH:19]=[C:18]([C:17]([F:27])([F:16])[F:26])[CH:23]=3)[C:6]3[CH2:11][CH2:12][N:13]([CH3:15])[CH2:14][C:5]=3[C:4]=2[CH:3]=1 |f:3.4,5.6|. Procedure details: 8-chloro-2-methyl-2,3,4,5-tetrahydro-1H-pyrido[4,3-b]indole (0.165 g, 0.75 mmol), 3-(trifluoromethyl)-5-vinylpyridine (0.13 g, 0.75 mmol) and tetra butyl ammonium chloride (2 mg, 0.0375 mmol) in 5 ml, 50% aqueous NaOH was heated at 100° C. for 8 hrs. The reaction mixture was cooled at RT, added 5 ml water and extracted with ethyl acetate. Dried on anhydrous sodium sulphate and concentrated and submitted for Prep HPLC to get 8-chloro-2-methyl-5-(2-(5-(trifluoromethyl)pyridin-3-yl)ethyl)-2,3,4,5-t...